Dataset: the Open Reaction Database (ORD), a public repository of structured organic reaction records. Task: describe an organic reaction: reactants, conditions, products, and yield Starting materials: Cc1cc(Oc2ccc(S(C)(=O)=O)nc2)ccc1N, CCOC(=O)C(C)C(C)=O, CCO, Cl, [K+], O=N[O-], [Na+], [OH-], O. Product: CCOC(=O)C(C)=NNc1ccc(Oc2ccc(S(C)(=O)=O)nc2)cc1C. As a reaction SMILES: [CH3:1][c:2]1[c:3]([NH2:4])[cH:5][cH:6][c:7]([O:9][c:10]2[cH:11][n:12][c:13]([S:16](=[O:17])(=[O:18])[CH3:19])[cH:14][cH:15]2)[cH:8]1.[CH3:25][CH:26]([C:27](=[O:28])[O:29][CH2:30][CH3:31])[C:32]([CH3:33])=[O:34].[CH3:38][CH2:39][OH:40].[ClH:20].[K+:36].[N:21]([O-:22])=[O:23].[Na+:24].[OH-:35].[OH2:37]>>[CH3:1][c:2]1[c:3]([NH:4][N:21]=[C:26]([CH3:25])[C:27](=[O:28])[O:29][CH2:30][CH3:31])[cH:5][cH:6][c:7]([O:9][c:10]2[cH:11][n:12][c:13]([S:16](=[O:17])(=[O:18])[CH3:19])[cH:14][cH:15]2)[cH:8]1. Starting materials: FC=1C=NC=CC1C=1C(=NC(=NC1)OC)OC (5-(3-Fluoro-pyridin-4-yl)-2,4-dimethoxy-pyrimidine), CC(C)O (iPrOH), C(Cl)Cl (DCM). Solvent: CO (MeOH). The product is Cl.FC=1C=NC=CC1C=1C(NC(NC1)=O)=O (5-(3-Fluoro-pyridin-4-yl)-1H-pyrimidine-2,4-dione hydrochloride). The yield is 85.0%. Reaction SMILES: [F:1][C:2]1[CH:3]=[N:4][CH:5]=[CH:6][C:7]=1[C:8]1[C:9]([O:16]C)=[N:10][C:11]([O:14]C)=[N:12][CH:13]=1.CC(O)C.C(Cl)[Cl:23]>CO>[ClH:23].[F:1][C:2]1[CH:3]=[N:4][CH:5]=[CH:6][C:7]=1[C:8]1[C:9](=[O:16])[NH:10][C:11](=[O:14])[NH:12][CH:13]=1 |f:4.5|. Procedure details: To a solution of 5-(3-Fluoro-pyridin-4-yl)-2,4-dimethoxy-pyrimidine (Prep 66, 725 mg, 3.1 mmol) in MeOH (50 ml) 2N HClaq (20 ml) was added. After refluxing the mixture for 1 hour, the solvents were evaporated and the crude was tritured with hexane then with iPrOH and finally with DCM to give 550 mg of the title compound (85% yield) Reactants: C1CCNC1, CN(C)C=O, COC(=O)c1cn2c3c(c(F)c(F)cc3c1=O)CCN2C. The product is COC(=O)c1cn2c3c(c(N4CCCC4)c(F)cc3c1=O)CCN2C. RXN SMILES: [CH2:22]1[CH2:23][CH2:24][NH:25][CH2:26]1.[CH3:27][N:28]([CH3:29])[CH:30]=[O:31].[F:1][c:2]1[c:3]2[c:8]3[n:7]([cH:15][c:14]([C:16](=[O:17])[O:18][CH3:19])[c:13](=[O:20])[c:9]3[cH:10][c:11]1[F:12])[N:6]([CH3:21])[CH2:5][CH2:4]2>>[c:2]1([N:25]2[CH2:24][CH2:23][CH2:22][CH2:26]2)[c:3]2[c:8]3[n:7]([cH:15][c:14]([C:16](=[O:17])[O:18][CH3:19])[c:13](=[O:20])[c:9]3[cH:10][c:11]1[F:12])[N:6]([CH3:21])[CH2:5][CH2:4]2. Reactants: Cl (HCl), CN(C1CCN(CC1)C1=CC=C(C#N)C=C1)C (4-(4-dimethylamino-piperidin-1-yl)-benzonitrile), C(C)(=O)O (acetic acid), O (water). Product: CN(C1CCN(CC1)C1=CC=C(C(=O)O)C=C1)C (4-(4-Dimethylamino-piperidin-1-yl)-benzoic acid). The yield is 85.0%. RXN SMILES: [CH3:1][N:2]([CH3:17])[CH:3]1[CH2:8][CH2:7][N:6]([C:9]2[CH:16]=[CH:15]C(C#N)=[CH:11][CH:10]=2)[CH2:5][CH2:4]1.Cl.O.[C:20]([OH:23])(=[O:22])[CH3:21]>>[CH3:1][N:2]([CH3:17])[CH:3]1[CH2:4][CH2:5][N:6]([C:9]2[CH:16]=[CH:15][C:21]([C:20]([OH:23])=[O:22])=[CH:11][CH:10]=2)[CH2:7][CH2:8]1. Procedure: 280 mg (1.22 mmol) of 4-(4-dimethylamino-piperidin-1-yl)-benzonitrile (reference example 114a) was dissolved in 2 ml of acetic acid, 4 ml of 6 N HCl was added and the mixture stirred with reflux for 16 h. After cooling 20 ml of water was added and extracted with DCM (3×). The pH of the aqueous phase was adjusted to 5 with KOH pellets, white solid precipitated which was filtered off, washed and dried to give 257 mg of the title compound (85% yield). 1H NMR (CDCl3): δ 7.88 (dd, 2H), 6.98 (dd, 2H),... Reactants: C1CN1 (ethylene imine), N[C@H](C(=O)O)CCC(=O)N[C@@H](CS)C(=O)NCC(=O)O (glutathione). Run in O (water). The product is NCCSC[C@H](NC(CC[C@H](N)C(=O)O)=O)C(=O)NCC(=O)O (S-(β-aminoethyl) glutathione). RXN SMILES: [CH2:1]1[NH:3][CH2:2]1.[NH2:4][C@@H:5]([CH2:9][CH2:10][C:11]([NH:13][C@H:14]([C:17]([NH:19][CH2:20][C:21]([OH:23])=[O:22])=[O:18])[CH2:15][SH:16])=[O:12])[C:6]([OH:8])=[O:7]>O>[NH2:3][CH2:2][CH2:1][S:16][CH2:15][C@@H:14]([C:17]([NH:19][CH2:20][C:21]([OH:23])=[O:22])=[O:18])[NH:13][C:11](=[O:12])[CH2:10][CH2:9][C@@H:5]([C:6]([OH:8])=[O:7])[NH2:4]. Procedure: There are added over a 5 minute period 1.29 g of ethylene imine, freshly distilled, to a solution of 30 millimoles of glutathione in 150 cc of water. The resulting mixture is stirred for ten minutes at ambient temperature and then concentrated to dryness. The resulting solid residue is triturated and washed successively with benzene, ethanol and acetone. The white product thus obtained (9.5 g) melts around 200° with decomposition. The reactants are CC1(OC[C@H](O1)[C@@H](C)O)C ((R)-1-((S)-2,2-Dimethyl-1,3-dioxolan-4-yl)ethanol), CC1(OC[C@H](O1)[C@@H](C)O)C ((R)-1-((S)-2,2-Dimethyl-1,3-dioxolan-4-yl)ethanol), ClC1=NC(=NC(=C1)Cl)SCC1=CC=C(C=C1)F (4,6-Dichloro-2-(4-fluorobenzylthio)pyrimidine), [H-].[Na+] (sodium hydride). Solvent: CC1OCCC1 (2-methyltetrahydrofuran), O1CCCC1 (tetrahydrofuran), ice water. Reaction conditions: time 20 hour. Yields the product ClC1=NC(=NC(=C1)O[C@H](C)[C@H]1OC(OC1)(C)C)SCC1=CC=C(C=C1)F (4-Chloro-6-((R)-1-((S)-2,2-dimethyl-1,3-dioxolan-4-yl)ethoxy)-2-(4-fluorobenzylthio)pyrimidine). As a reaction SMILES: Cl[C:2]1[CH:7]=[C:6]([Cl:8])[N:5]=[C:4]([S:9][CH2:10][C:11]2[CH:16]=[CH:15][C:14]([F:17])=[CH:13][CH:12]=2)[N:3]=1.[H-].[Na+].[CH3:20][C:21]1([CH3:29])[O:25][C@H:24]([C@H:26]([OH:28])[CH3:27])[CH2:23][O:22]1>O1CCCC1.CC1CCCO1>[Cl:8][C:6]1[CH:7]=[C:2]([O:28][C@@H:26]([C@@H:24]2[CH2:23][O:22][C:21]([CH3:29])([CH3:20])[O:25]2)[CH3:27])[N:3]=[C:4]([S:9][CH2:10][C:11]2[CH:16]=[CH:15][C:14]([F:17])=[CH:13][CH:12]=2)[N:5]=1 |f:1.2|. Reported procedure: The sub-title product of step (ii) (85.7 g) and 60% sodium hydride (14.2 g) were suspended in tetrahydrofuran (1000 mL) and cooled in ice/water for 30 minutes. A solution of (R)-1-((S)-2,2-Dimethyl-1,3-dioxolan-4-yl)ethanol (Intermediate A) in 2-methyltetrahydrofuran (53% w/v) (104 mL) was added dropwise over 20 minutes and the reaction was stirred at 0° C. to room temperature for 20 hours. The reaction was partitioned between water (500 mL) and ethyl acetate (500 mL). The aqueous was re-extract... Reactants: ClC=1C=NC=C(C1)\C=C\C1=CC(=CC=C1)[N+](=O)[O-] (3-chloro-5-[(E)-2-(3-nitrophenyl)vinyl]pyridine), Cl (hydrochloric acid), C([O-])(O)=O.[Na+] (sodium bicarbonate). Reagents/catalysts: [Fe] (iron). Run in CO (methanol). Conditions: temperature 60 celsius, time 3 hour. Yields the product NC=1C=C(C=CC1)/C=C/C=1C=NC=C(C1)Cl (3-[(E)-2-(3-aminophenyl)vinyl]-5-chloropyridine). The yield is 50.3%. RXN SMILES: [Cl:1][C:2]1[CH:3]=[N:4][CH:5]=[C:6](/[CH:8]=[CH:9]/[C:10]2[CH:15]=[CH:14][CH:13]=[C:12]([N+:16]([O-])=O)[CH:11]=2)[CH:7]=1.Cl.C(=O)(O)[O-].[Na+]>CO.[Fe]>[NH2:16][C:12]1[CH:11]=[C:10](/[CH:9]=[CH:8]/[C:6]2[CH:5]=[N:4][CH:3]=[C:2]([Cl:1])[CH:7]=2)[CH:15]=[CH:14][CH:13]=1 |f:2.3|. Procedure: A mixture of 3-chloro-5-[(E)-2-(3-nitrophenyl)vinyl]pyridine (2.99 g), iron powder (2.6 g) and hydrochloric acid (35%, 8 ml) in methanol (50 ml) was stirred at 60° C. for 3 hours. Then the mixture was poured into aqueous sodium bicarbonate and extracted with ethyl acetate twice. The combined organic phase was washed with aqueous sodium bicarbonate and brine, dried over magnesium sulfate and concentrated. The resultant solid was collected and washed with isopropyl ether to give 3-[(E)-2-(3-aminop... The reactants are CC(=O)Nc1cc(C)c(-n2c(C)ccc2C)cc1C, CCO, [Na+], [OH-]. Product: Cc1cc(-n2c(C)ccc2C)c(C)cc1N. RXN SMILES: [CH3:1][c:2]1[n:3](-[c:8]2[cH:9][c:10]([CH3:19])[c:11]([NH:15][C:16](=[O:17])[CH3:18])[cH:12][c:13]2[CH3:14])[c:4]([CH3:7])[cH:5][cH:6]1.[CH3:22][CH2:23][OH:24].[Na+:21].[OH-:20]>>[CH3:1][c:2]1[n:3](-[c:8]2[cH:9][c:10]([CH3:19])[c:11]([NH2:15])[cH:12][c:13]2[CH3:14])[c:4]([CH3:7])[cH:5][cH:6]1. Starting materials: C(CCC)N=C=O (butylisocyanate), ClC1=CC(=NC(=N1)N)N (6-chloro-2,4-diaminopyrimidine). Conditions: temperature 80 celsius. Yields the product NC1=NC(=CC(=N1)NC(=O)NCCCC)Cl (N-(2-amino-6-chloro-4-pyrimidinyl),N'-butylurea). Reaction SMILES: [CH2:1]([N:5]=[C:6]=[O:7])[CH2:2][CH2:3][CH3:4].[Cl:8][C:9]1[N:14]=[C:13]([NH2:15])[N:12]=[C:11]([NH2:16])[CH:10]=1>>[NH2:15][C:13]1[N:12]=[C:11]([NH:16][C:6]([NH:5][CH2:1][CH2:2][CH2:3][CH3:4])=[O:7])[CH:10]=[C:9]([Cl:8])[N:14]=1. Procedure details: 8.6 cm3 butylisocyanate was added to a suspension of 5 g 6-chloro-2,4-diaminopyrimidine in 50 cm3DMSO. The reaction medium was maintained at 80° C. until it was shown by TLC that the starting compound had disappeared. Product: COC1=C(C=C(C=C1)[N+](=O)[O-])N(C1CCN(CC1)C)C (2-Methoxy-5-nitro-N-methyl-N-(1-methyl piperidin-4-yl)phenylamine). Run in CO (methanol). Procedure: To a 250 mL three neck round bottom flask added 2-Methoxy-5-nitro-N-methyl-N-(piperidin-4-yl) phenylamine (1.93 grams, 7.33 mmol) obtained at step (III), followed by the addition of methanol (20 mL) and stirred at 25-30° C. for 5 minutes. Added sodium cyanoborohydride (0.548 grams, 8.80 mmol) and formic acid (1.08 mL, 22.01 mmol) and stirred the reaction mass for 10 minutes. The reaction mass was cooled to 0-5° C. in an ice bath and added formaldehyde (1.46 mL, 14.6 mmol, 30-50%) through syringe... Starting materials: C=O (formaldehyde), three, COC1=C(C=C(C=C1)[N+](=O)[O-])N(C1CCNCC1)C (2-Methoxy-5-nitro-N-methyl-N-(piperidin-4-yl) phenylamine), C(#N)[BH3-].[Na+] (sodium cyanoborohydride), C(=O)O (formic acid). Reaction conditions: temperature 27.5 celsius, time 5 minute. Reaction SMILES: [CH3:1][O:2][C:3]1[CH:8]=[CH:7][C:6]([N+:9]([O-:11])=[O:10])=[CH:5][C:4]=1[N:12]([CH3:19])[CH:13]1[CH2:18][CH2:17][NH:16][CH2:15][CH2:14]1.[C:20]([BH3-])#N.[Na+].C(O)=O.C=O>CO>[CH3:1][O:2][C:3]1[CH:8]=[CH:7][C:6]([N+:9]([O-:11])=[O:10])=[CH:5][C:4]=1[N:12]([CH3:19])[CH:13]1[CH2:18][CH2:17][N:16]([CH3:20])[CH2:15][CH2:14]1 |f:1.2|.